This data is from the Open Reaction Database (ORD), a public repository of structured organic reaction records. The task is: describe an organic reaction: reactants, conditions, products, and yield Reactants: C1(=CC=CC=C1)/C(=C(\CC)/C1=CC=CC=C1)/C1=CC=C(C=C1)C=CC(=O)O (3-[4-(Z)-(1,2-diphenylbut-1-enyl)phenyl]-acrylic acid), C=1(C(=CC=CC1)S(=O)(=O)N)C (o-toluenesulfonamide). As a reaction SMILES: [C:1]1(/[C:7](/[C:17]2[CH:22]=[CH:21][C:20]([CH:23]=[CH:24][C:25](O)=[O:26])=[CH:19][CH:18]=2)=[C:8](/[C:11]2[CH:16]=[CH:15][CH:14]=[CH:13][CH:12]=2)\[CH2:9][CH3:10])[CH:6]=[CH:5][CH:4]=[CH:3][CH:2]=1.[C:28]1([CH3:38])[C:29]([S:34]([NH2:37])(=[O:36])=[O:35])=[CH:30][CH:31]=[CH:32][CH:33]=1>>[C:1]1([C:7]([C:17]2[CH:22]=[CH:21][C:20]([CH:23]=[CH:24][C:25]([NH:37][S:34]([C:29]3[CH:30]=[CH:31][CH:32]=[CH:33][C:28]=3[CH3:38])(=[O:36])=[O:35])=[O:26])=[CH:19][CH:18]=2)=[C:8]([C:11]2[CH:16]=[CH:15][CH:14]=[CH:13][CH:12]=2)[CH2:9][CH3:10])[CH:2]=[CH:3][CH:4]=[CH:5][CH:6]=1. Procedure: Prepared by coupling 1a and o-toluenesulfonamide in accordance with Procedure 1, Method B described hereinabove. Yield (37%); 1H NMR (CD3OD) δ 11.63 (br s, 1H), 7.54 (d, J=15.7 Hz, 2H), 7.39–7.09 (m, 15H), 6.87 (d, J=8.0 Hz, 2H), 6.81 (s, 1H), 6.41 (d, J=15.7 Hz, 1H), 3.02–2.73 (s, 3H), 2.37 (q, J=7.3 Hz, 2H), 0.83 (t, J=7.3 Hz, 3H); APcI m/z: 508 (M+H+). The product is C1(=CC=CC=C1)C(=C(CC)C1=CC=CC=C1)C1=CC=C(C=C1)C=CC(=O)NS(=O)(=O)C1=C(C=CC=C1)C (N-{3-[4-(1,2-diphenyl-but-1-enyl)-phenyl]-acryloyl}-2-methyl-benzenesulfonamide). Starting materials: CN1C2CCC1C(C(C2)OC(=O)C3=CC=CC=C3)C(=O)O (benzoyl ecgonine), ON1C(CCC1=O)=O (N-hydroxysuccinimide), Ethyl 3-(3-dimethylaminopropyl)-3-ethylcarbodiimide hydrochloride. Run in O1CCCC1 (tetrahydrofuran). Conditions: time 30 minute. Yields the product CN1[C@H]2CC[C@@H]1[C@H]([C@H](C2)OC(=O)C=3C=CC=CC3)C(=O)OC (cocaine). As a reaction SMILES: [CH3:1][N:2]1[CH:6]2[CH:7]([C:19]([OH:21])=[O:20])[CH:8]([O:10][C:11]([C:13]3[CH:18]=[CH:17][CH:16]=[CH:15][CH:14]=3)=[O:12])[CH2:9][CH:3]1[CH2:4][CH2:5]2.ON1C(=O)CC[C:24]1=O>O1CCCC1>[CH3:1][N:2]1[C@H:6]2[C@@H:7]([C:19]([O:21][CH3:24])=[O:20])[C@@H:8]([O:10][C:11]([C:13]3[CH:14]=[CH:15][CH:16]=[CH:17][CH:18]=3)=[O:12])[CH2:9][C@@H:3]1[CH2:4][CH2:5]2. Reported procedure: For example, and not by way of limitation, 10 mg of benzoyl ecgonine in 5 ml tetrahydrofuran (“THF”) may be added to 1.1 equivalent N-hydroxysuccinimide (NHS) and 1.1 equivalent of Ethyl 3-(3-dimethylaminopropyl)-3-ethylcarbodiimide hydrochloride (EDC). The reaction mixture may be stirred at room temperature for about 30 min. The solvent may then be removed under reduced pressure and the resultant cocaine activated ester, cocaine-NHS (a cocaine pre-hapten), may be dissolved in 0.2 ml of DMF and ... Reactants: ClC(Cl)Cl, N#Cc1c2ccccc2c(-c2ccc(O)cc2)c2c1sc1ccccc12, O=C(O)C(O)Cc1ccccc1. Yields the product N#Cc1c2ccccc2c(-c2ccc(OC(Cc3ccccc3)C(=O)O)cc2)c2c1sc1ccccc12. RXN SMILES: [Cl:39][CH:40]([Cl:41])[Cl:42].[OH:1][c:2]1[cH:3][cH:4][c:5](-[c:8]2[c:9]3[cH:10][cH:11][cH:12][cH:13][c:14]3[c:15]([C:25]#[N:26])[c:16]3[c:17]2[c:18]2[c:19]([s:20]3)[cH:21][cH:22][cH:23][cH:24]2)[cH:6][cH:7]1.[OH:27][CH:28]([C:29](=[O:30])[OH:31])[CH2:32][c:33]1[cH:34][cH:35][cH:36][cH:37][cH:38]1>>[O:1]([c:2]1[cH:3][cH:4][c:5](-[c:8]2[c:9]3[cH:10][cH:11][cH:12][cH:13][c:14]3[c:15]([C:25]#[N:26])[c:16]3[c:17]2[c:18]2[c:19]([s:20]3)[cH:21][cH:22][cH:23][cH:24]2)[cH:6][cH:7]1)[CH:28]([C:29](=[O:30])[OH:31])[CH2:32][c:33]1[cH:34][cH:35][cH:36][cH:37][cH:38]1. Starting materials: C[C@@H]1C[C@@H]([C@@H]2[C@H](C[C@H]([C@@](O2)(C(=O)C(=O)N3CCCC[C@H]3C(=O)O[C@@H]([C@@H]([C@H](CC(=O)[C@@H](/C=C(/C1)\C)CC=C)O)C)/C(=C/[C@@H]4CC[C@H]([C@@H](C4)OC)O)/C)O)C)OC)OC (FR-900506), C1(CCC(=O)O1)=O (succinic anhydride). Reagents/catalysts: CN(C)C1=CC=NC=C1 (4-(N,N-dimethylamino)pyridine). Solvent: N1=CC=CC=C1 (pyridine). Conditions: time 18 hour. Product: C(C=C)C1C(CC(C(C(OC(C2CCCCN2C(C(C2(C(CC(C(C(CC(CC(=C1)C)C)OC)O2)OC)C)O)=O)=O)=O)C(=CC2CC(C(CC2)OC(CCC(=O)O)=O)OC)C)C)O)=O (17-allyl-12-[2-[4-(3-carboxypropionyloxy)-3-methoxycyclohexyl]-1-methylvinyl]-1,14-dihydroxy-23,25-dimethoxy-13,19,21,27-tetramethyl-11,28-dioxa-4-azatricyclo[22.3.1.04,9 ]octacos-18-ene-2,3,10,16-tetraone). As a reaction SMILES: [CH3:1][C@H:2]1[CH2:33][C:32]([CH3:34])=[CH:31][C@@H:30]([CH2:35][CH:36]=[CH2:37])[C:28](=[O:29])[CH2:27][C@H:26]([OH:38])[C@@H:25]([CH3:39])[C@@H:24](/[C:40](/[CH3:51])=[CH:41]/[C@H:42]2[CH2:47][C@@H:46]([O:48][CH3:49])[C@H:45]([OH:50])[CH2:44][CH2:43]2)[O:23][C:21](=[O:22])[C@H:20]2[N:15]([CH2:16][CH2:17][CH2:18][CH2:19]2)[C:13](=[O:14])[C:11](=[O:12])[C@:9]2([OH:52])[O:10][C@@H:5]([C@@H:6]([O:54][CH3:55])[CH2:7][C@H:8]2[CH3:53])[C@@H:4]([O:56][CH3:57])[CH2:3]1.[C:58]1(=[O:64])[O:63][C:61](=[O:62])[CH2:60][CH2:59]1>N1C=CC=CC=1.CN(C1C=CN=CC=1)C>[CH2:35]([CH:30]1[CH:31]=[C:32]([CH3:34])[CH2:33][CH:2]([CH3:1])[CH2:3][CH:4]([O:56][CH3:57])[CH:5]2[O:10][C:9]([OH:52])([CH:8]([CH3:53])[CH2:7][CH:6]2[O:54][CH3:55])[C:11](=[O:12])[C:13](=[O:14])[N:15]2[CH:20]([CH2:19][CH2:18][CH2:17][CH2:16]2)[C:21](=[O:22])[O:23][CH:24]([C:40]([CH3:51])=[CH:41][CH:42]2[CH2:43][CH2:44][CH:45]([O:50][C:58](=[O:64])[CH2:59][CH2:60][C:61]([OH:63])=[O:62])[CH:46]([O:48][CH3:49])[CH2:47]2)[CH:25]([CH3:39])[CH:26]([OH:38])[CH2:27][C:28]1=[O:29])[CH:36]=[CH2:37]. Procedure details: To a stirred solution of the FR-900506 substance (248 mg) in pyridine (7 ml) were added succinic anhydride (145 mg) and 4-(N,N-dimethylamino)pyridine (7 mg), and the resulting mixture was stirred at room temperature for 18 hours. The reaction mixture was concentrated under reduced pressure and the residue was subjected to chromatography on silica gel (20 g) with ethyl acetate to give 17-allyl-12-[2-[4-(3-carboxypropionyloxy)-3-methoxycyclohexyl]-1-methylvinyl]-1,14-dihydroxy-23,25-dimethoxy-13,1... Starting materials: CCCC1(CCC)CN(Cc2ccccc2)CCC1O, CO, [H][H], [OH-], [OH-], [Pd+2]. Yields the product CCCC1(CCC)CNCCC1O. As a reaction SMILES: [CH2:1]([c:2]1[cH:3][cH:4][cH:5][cH:6][cH:7]1)[N:8]1[CH2:9][C:10]([CH2:15][CH2:16][CH3:17])([CH2:18][CH2:19][CH3:20])[CH:11]([OH:14])[CH2:12][CH2:13]1.[CH3:21][OH:22].[H:23][H:24].[OH-:25].[OH-:27].[Pd+2:26]>>[NH:8]1[CH2:9][C:10]([CH2:15][CH2:16][CH3:17])([CH2:18][CH2:19][CH3:20])[CH:11]([OH:14])[CH2:12][CH2:13]1. Starting materials: ClC1=C(C=CC(=C1)I)NC1=C(C(=O)O)C=CN=C1 (3-[(2-chloro-4-iodophenyl)amino]isonicotinic acid), ClC1=C(C=CC(=C1)I)NC1=C(C(=O)O)C=CN=C1 (3-[(2-chloro-4-iodophenyl)amino]isonicotinic acid), C(C)(=O)[O-].[NH4+] (ammonium acetate). Procedure details: 3-[(2-chloro-4-iodophenyl)amino]isonicotinamide was synthesized according to the procedure for General Method 1, outlined above, starting with 6 mmol of 3-[(2-chloro-4-iodophenyl)amino]isonicotinic acid (intermediate 2) and 12 mmol of ammonium acetate. LC/MS [8.29 min; 374 (M+1)] As a reaction SMILES: [Cl:1][C:2]1[CH:7]=[C:6]([I:8])[CH:5]=[CH:4][C:3]=1[NH:9][C:10]1[CH:18]=[N:17][CH:16]=[CH:15][C:11]=1[C:12](O)=[O:13].C([O-])(=O)C.[NH4+:23]>>[Cl:1][C:2]1[CH:7]=[C:6]([I:8])[CH:5]=[CH:4][C:3]=1[NH:9][C:10]1[CH:18]=[N:17][CH:16]=[CH:15][C:11]=1[C:12]([NH2:23])=[O:13] |f:1.2|. The product is ClC1=C(C=CC(=C1)I)NC1=C(C(=O)N)C=CN=C1 (3-[(2-chloro-4-iodophenyl)amino]isonicotinamide).